This data is from the Open Reaction Database (ORD), a public repository of structured organic reaction records. The task is: describe an organic reaction: reactants, conditions, products, and yield The reactants are CC(C)(C)OC(=O)N1CCOc2cc(Br)ccc2C1, CNC(C)C, CC(C)(C)[O-], [Na+], C1COCCO1, O=C(C=Cc1ccccc1)C=Cc1ccccc1, O=C(C=Cc1ccccc1)C=Cc1ccccc1, O=C(C=Cc1ccccc1)C=Cc1ccccc1, O, [Pd], [Pd]. Product: CC(C)N(C)c1ccc2c(c1)OCCN(C(=O)OC(C)(C)C)C2. RXN SMILES: [Br:1][c:2]1[cH:3][c:4]2[c:5]([cH:18][cH:19]1)[CH2:6][N:7]([C:11](=[O:12])[O:13][C:14]([CH3:15])([CH3:16])[CH3:17])[CH2:8][CH2:9][O:10]2.[CH3:20][NH:21][CH:22]([CH3:23])[CH3:24].[CH3:25][C:26]([CH3:27])([O-:28])[CH3:29].[Na+:30].[O:32]1[CH2:33][CH2:34][O:35][CH2:36][CH2:37]1.[O:40]=[C:41]([CH:42]=[CH:43][c:44]1[cH:45][cH:46][cH:47][cH:48][cH:49]1)[CH:50]=[CH:51][c:52]1[cH:53][cH:54][cH:55][cH:56][cH:57]1.[O:58]=[C:59]([CH:60]=[CH:61][c:62]1[cH:63][cH:64][cH:65][cH:66][cH:67]1)[CH:68]=[CH:69][c:70]1[cH:71][cH:72][cH:73][cH:74][cH:75]1.[O:76]=[C:77]([CH:78]=[CH:79][c:80]1[cH:81][cH:82][cH:83][cH:84][cH:85]1)[CH:86]=[CH:87][c:88]1[cH:89][cH:90][cH:91][cH:92][cH:93]1.[OH2:31].[Pd:38].[Pd:39]>>[c:2]1([N:21]([CH3:20])[CH:22]([CH3:23])[CH3:24])[cH:3][c:4]2[c:5]([cH:18][cH:19]1)[CH2:6][N:7]([C:11](=[O:12])[O:13][C:14]([CH3:15])([CH3:16])[CH3:17])[CH2:8][CH2:9][O:10]2. The reactants are CC(C)(C)OC(=O)CBr, O=C([O-])[O-], C1CCOC1, S=c1[nH]c2cc(Cl)c(I)cc2[nH]1, [Cs+], [Cs+]. Yields the product CC(C)(C)OC(=O)CSc1nc2cc(I)c(Cl)cc2[nH]1. As a reaction SMILES: [Br:7][CH2:8][C:9](=[O:10])[O:11][C:12]([CH3:13])([CH3:14])[CH3:15].[C:1](=[O:2])([O-:3])[O-:4].[CH2:28]1[O:29][CH2:30][CH2:31][CH2:32]1.[Cl:16][c:17]1[cH:18][c:19]2[c:20]([nH:21][c:22](=[S:24])[nH:23]2)[cH:25][c:26]1[I:27].[Cs+:5].[Cs+:6]>>[CH2:8]([C:9](=[O:10])[O:11][C:12]([CH3:13])([CH3:14])[CH3:15])[S:24][c:22]1[n:21][c:20]2[c:19]([cH:18][c:17]([Cl:16])[c:26]([I:27])[cH:25]2)[nH:23]1. Starting materials: II (iodine), COC(=O)COC1=CC=C(C=C1)CCO (2-(4-methoxycarbonylmethyloxyphenyl)-ethanol), C1(=CC=CC=C1)P(C1=CC=CC=C1)C1=CC=CC=C1 (triphenylphosphine), N1C=NC=C1 (imidazole). Run in C1(=CC=CC=C1)C (toluene). Conditions: time 1 hour. Yields the product ICCC1=CC=C(C=C1)OCC(=O)OC (1-Iodo-2-(4-methoxycarbonylmethyloxyphenyl)-ethane). RXN SMILES: [I:1]I.[CH3:3][O:4][C:5]([CH2:7][O:8][C:9]1[CH:14]=[CH:13][C:12]([CH2:15][CH2:16]O)=[CH:11][CH:10]=1)=[O:6].C1(P(C2C=CC=CC=2)C2C=CC=CC=2)C=CC=CC=1.N1C=CN=C1>C1(C)C=CC=CC=1>[I:1][CH2:16][CH2:15][C:12]1[CH:13]=[CH:14][C:9]([O:8][CH2:7][C:5]([O:4][CH3:3])=[O:6])=[CH:10][CH:11]=1. Reported procedure: 5.5 g (21.6 mmol) of iodine are added to a solution of 4.16 g (19.6 mmol) of 2-(4-methoxycarbonylmethyloxyphenyl)-ethanol, 5.7 g (21.6 mmol) of triphenylphosphine and 1.84 g (29.3 mmol) of imidazole in 200 ml of toluene at room temperature, while stirring, and stirring is continued at room temperature for one hour. A precipitate separates out and is filtered off with suction and discarded. The mother liquor is concentrated to dryness under reduced pressure and the residue is heated with petroleu... Reactants: C(C)(=O)C1=CC=CC=C1 (acetophenone), C(C)(=O)C1=CC=CC=C1 (Acetophenone), FC(C(F)(F)[*:1])(F)[*:2] (polytetrafluoroethylene), [H][H] (hydrogen), [H][H] (hydrogen), [H][H] (hydrogen), ( 6 ), glass, [H][H] (hydrogen). The solvent is CC(C)O (2-propanol). Conditions: time 12 hour. The product is C1(=CC=CC=C1)[C@@H](C)O ((R)-1-phenylethanol). Isolated yield 95.0%. As a reaction SMILES: [C:1]([C:4]1[CH:9]=[CH:8][CH:7]=[CH:6][CH:5]=1)(=[O:3])[CH3:2].[H][H]>CC(O)C>[C:4]1([C@H:1]([OH:3])[CH3:2])[CH:9]=[CH:8][CH:7]=[CH:6][CH:5]=1. Reported procedure: Chiral hydrogenation of acetophenone was carried out (generally-used procedures; see formula (6) below). The (S,SS)-ruthenium hydride complex (1.5 mg; 0.00125 mmol) synthesized in Example 2 was weighed and placed in a 100 mL glass autoclave equipped with a stirrer coated with polytetrafluoroethylene, and after depressurizing the interior of the vessel to eliminate air, argon was introduced. Acetophenone (600 mg; 5.0 mmol) (made by Nacalai Tesque, Inc.) and 2-propanol (2.5 mL), both of which had ... Reactants: CC1(C(NCCC1)C(=O)O)C (3,3-dimethyl pipecolic acid), C([O-])([O-])=O.[K+].[K+] (potassium carbonate), ClC(=O)OCC (ethyl chloroformate). The solvent is O (water). Reaction conditions: time 4 hour. Product: C(C)OC(=O)N1C(C(=O)O)C(CCC1)(C)C (1-ethoxy carbonyl-3,3-dimethyl pipecolic acid). The yield is 61.9%. RXN SMILES: [CH3:1][C:2]1([CH3:11])[CH2:7][CH2:6][CH2:5][NH:4][CH:3]1[C:8]([OH:10])=[O:9].C(=O)([O-])[O-].[K+].[K+].Cl[C:19]([O:21][CH2:22][CH3:23])=[O:20]>O>[CH2:22]([O:21][C:19]([N:4]1[CH2:5][CH2:6][CH2:7][C:2]([CH3:11])([CH3:1])[CH:3]1[C:8]([OH:10])=[O:9])=[O:20])[CH3:23] |f:1.2.3|. Reported procedure: To a stirred solution of 5 g (0.031 moles) of 3,3-dimethyl pipecolic acid and 4.44 g (0.033 moles) of potassium carbonate in 45 ml of water at 0° C., were added dropwise 3.61 g (0.033 moles) of ethyl chloroformate. After the addition was completed the solution was allowed to reach room temperature and stirring was continued for 4 hours. This solution was washed with 30 ml of methylene chloride, then brought to acidic pH with 10% HCl and extracted with methylene chloride. The organic extracts wer...